From a dataset of the Open Reaction Database (ORD), a public repository of structured organic reaction records. describe an organic reaction: reactants, conditions, products, and yield Reactants: NC1=CC=C2C3C(COC2=C1C(=O)OC)C3 (Methyl (1aRS,7bSR)-5-amino-1,1a,2,7b-tetrahydrocyclopropa[c]chromene-4-carboxylate), CC(C(=O)NC1=CC=C2C3C(COC2=C1C(=O)OC)C3(F)F)(C)C (methyl (1aRS,7bSR)-5-(2,2-dimethylpropionylamino)-1,1-difluoro-1,1a,2,7b-tetrahydro-cyclopropa[c]chromene-4-carboxylate), CC(C(=O)NC1=CC=C2C3C(COC2=C1C(=O)OC)C3(F)F)(C)C (methyl (1aRS,7bSR)-5-(2,2-dimethylpropionylamino)-1,1-difluoro-1,1a,2,7b-tetrahydro-cyclopropa[c]chromene-4-carboxylate). Product: NC1=CC=C2C3C(COC2=C1C(=O)OC)C3(F)F (Methyl (1aRS,7bSR)-5-amino-1,1-difluoro-1,1a,2,7b-tetrahydrocyclopropa-[c]chromene-4-carboxylate). RXN SMILES: NC1C(C(OC)=O)=C2C(C3CC3CO2)=CC=1.CC(C)(C)C([NH:21][C:22]1[C:31]([C:32]([O:34][CH3:35])=[O:33])=[C:30]2[C:25]([CH:26]3[C:36]([F:38])([F:37])[CH:27]3[CH2:28][O:29]2)=[CH:24][CH:23]=1)=O>>[NH2:21][C:22]1[C:31]([C:32]([O:34][CH3:35])=[O:33])=[C:30]2[C:25]([CH:26]3[C:36]([F:38])([F:37])[CH:27]3[CH2:28][O:29]2)=[CH:24][CH:23]=1. Procedure: Prepared by proceeding in a similar manner to Intermediate 42, starting from methyl (1aRS,7bSR)-5-(2,2-dimethylpropionylamino)-1,1-difluoro-1,1a,2,7b-tetrahydro-cyclopropa[c]chromene-4-carboxylate (Intermediate 62) as an off white solid. The product is O=C(O)c1cc(Cl)cc(Br)c1F. Starting materials: Fc1ccc(Cl)cc1Br, C1CCOC1, [Li]CCCC, CC(C)NC(C)C, O=C=O. RXN SMILES: [Br:13][c:14]1[c:15]([F:21])[cH:16][cH:17][c:18]([Cl:20])[cH:19]1.[CH2:25]1[O:26][CH2:27][CH2:28][CH2:29]1.[CH2:8]([Li:9])[CH2:10][CH2:11][CH3:12].[CH:1]([NH:2][CH:3]([CH3:4])[CH3:5])([CH3:6])[CH3:7].[O:22]=[C:23]=[O:24]>>[Br:13][c:14]1[c:15]([F:21])[c:16]([C:23](=[O:22])[OH:24])[cH:17][c:18]([Cl:20])[cH:19]1. The reactants are N1C=NC(=C1)CCC(=O)O (3-(1H-Imidazol-4-yl)-propionic acid), C[Si](Cl)(C)C (trimethyl chlorosilane). Run in CO (MeOH). Conditions: time 6 hour. Product: COC(CCC=1N=CNC1)=O (3-(1H-imidazol-4-yl)-propionic acid methyl ester), hydrochloride salt. Reaction SMILES: [NH:1]1[CH:5]=[C:4]([CH2:6][CH2:7][C:8]([OH:10])=[O:9])[N:3]=[CH:2]1.[CH3:11][Si](C)(C)Cl>CO>[CH3:11][O:9][C:8](=[O:10])[CH2:7][CH2:6][C:4]1[N:3]=[CH:2][NH:1][CH:5]=1. Procedure details: To a suspension of 3-(1H-Imidazol-4-yl)-propionic acid (700 mg) in MeOH (20 mL) was added trimethyl chlorosilane (2 mL) dropwise. The mixture was stirred for 6 h at RT and concentrated under reduced pressure. The residue was evaporated from MeOH (1×) and from toluene (1×) to give crude 3-(1H-imidazol-4-yl)-propionic acid methyl ester as its hydrochloride salt (950 mg, colorless solid), which was used without further purification in the next step. Reactants: CC(=O)/C=C/C1C(=C)CCCC1(C)C (γ-ionone), Cl.NO (hydroxylamine hydrochloride), C(C)(=O)[O-].[Na+] (sodium acetate). The solvent is C(C)O (ethanol), O (water). Run at time 5 minute. Yields the product C=C1C(C(CCC1)(C)C)C(CC(C)=O)=O (2-methylene-6,6-dimethyl-1-[1,3-dioxo-1-butyl]-cyclohexane). The yield is 96.0%. Reaction SMILES: [CH3:1][C:2](/[CH:4]=[CH:5]/[CH:6]1[C:12]([CH3:14])([CH3:13])[CH2:11][CH2:10][CH2:9][C:7]1=[CH2:8])=[O:3].Cl.NO.C([O-])(=[O:20])C.[Na+]>C(O)C.O>[CH2:8]=[C:7]1[CH2:9][CH2:10][CH2:11][C:12]([CH3:14])([CH3:13])[CH:6]1[C:5](=[O:20])[CH2:4][C:2](=[O:3])[CH3:1] |f:1.2,3.4|. Procedure details: A solution of 30 g of γ-ionone in 75 ml of ethanol was added to a solution of hydroxylamine hydrochloride (12 g) and sodium acetate (21.6 g) in 30 ml of water. The addition was completed within 5 minutes. The reaction was slightly exothermic, the reaction mixture was stirred for 30 minutes, then it was concentrated under reduced pressure. Thereafter 30 ml of water and 30 ml of ether were added to the said mixture, and it was extracted with petroleum-ether. After drying and concentration, the com... The reactants are CC1(c2ccc(F)c(Br)c2)COCC(=O)N1, COc1ccc(P2(=S)SP(=S)(c3ccc(OC)cc3)S2)cc1, C1CCOC1. The product is CC1(c2ccc(F)c(Br)c2)COCC(=S)N1. Reaction SMILES: [Br:1][c:2]1[cH:3][c:4]([C:9]2([CH3:16])[NH:10][C:11](=[O:15])[CH2:12][O:13][CH2:14]2)[cH:5][cH:6][c:7]1[F:8].[CH3:17][O:18][c:19]1[cH:20][cH:21][c:22]([P:23]2(=[S:24])[S:25][P:27](=[S:28])([c:29]3[cH:30][cH:31][c:32]([O:33][CH3:34])[cH:35][cH:36]3)[S:26]2)[cH:37][cH:38]1.[O:39]1[CH2:40][CH2:41][CH2:42][CH2:43]1>>[Br:1][c:2]1[cH:3][c:4]([C:9]2([CH3:16])[NH:10][C:11](=[S:26])[CH2:12][O:13][CH2:14]2)[cH:5][cH:6][c:7]1[F:8]. The reactants are CC1=NC=CC=C1COC=1C=C2C[C@H](CC2=CC1)NS(=O)(=O)C(C)C (N-((2S)-5-{[(2-methyl-3-pyridinyl)methyl]oxy}-2,3-dihydro-1H-inden-2-yl)-2-propanesulfonamide), Cl (hydrochloric acid). Run at temperature 0 celsius, time 10 minute. Product: Cl.CC1=NC=CC=C1COC=1C=C2C[C@H](CC2=CC1)NS(=O)(=O)C(C)C (N-((2S)-5-{[(2-methyl-3-pyridinyl)methyl]oxy}-2,3-dihydro-1H-inden-2-yl)-2-propanesulfonamide, hydrochloride). Reported procedure: To a solution of N-((2S)-5-{[(2-methyl-3-pyridinyl)methyl]oxy}-2,3-dihydro-1H-inden-2-yl)-2-propanesulfonamide (free base, 6.5 g, 18.03 mmol) in dry methanol (65 mL) at 0° C. under argon, hydrochloric acid (1M in Et2O, 21.64 mL, 21.64 mmol) was added dropwise. The mixture was stirred at 0° C. for 10 minutes then at room temperature for 30 minutes. Volatiles were evaporated under reduced pressure and the resulting solid residue was triturated with Et2O/pentane 40 ml/30 ml. The product was collect... As a reaction SMILES: [CH3:1][C:2]1[C:7]([CH2:8][O:9][C:10]2[CH:11]=[C:12]3[C:16](=[CH:17][CH:18]=2)[CH2:15][C@H:14]([NH:19][S:20]([CH:23]([CH3:25])[CH3:24])(=[O:22])=[O:21])[CH2:13]3)=[CH:6][CH:5]=[CH:4][N:3]=1.[ClH:26]>CO>[ClH:26].[CH3:1][C:2]1[C:7]([CH2:8][O:9][C:10]2[CH:11]=[C:12]3[C:16](=[CH:17][CH:18]=2)[CH2:15][C@H:14]([NH:19][S:20]([CH:23]([CH3:25])[CH3:24])(=[O:21])=[O:22])[CH2:13]3)=[CH:6][CH:5]=[CH:4][N:3]=1 |f:3.4|. Isolated yield 97.1%. Solvent: CO (methanol). As a reaction SMILES: [CH2:1]([C:3]1[C:8](=[O:9])[NH:7][C:6]([CH3:10])=[C:5]([C:11]2[S:15][C:14]([S:16](Cl)(=[O:18])=[O:17])=[CH:13][CH:12]=2)[CH:4]=1)[CH3:2].[F:20][C:21]([F:31])([F:30])[C:22]1[CH:29]=[CH:28][C:25]([CH2:26][NH2:27])=[CH:24][CH:23]=1>>[F:20][C:21]([F:30])([F:31])[C:22]1[CH:29]=[CH:28][C:25]([CH2:26][NH:27][S:16]([C:14]2[S:15][C:11]([C:5]3[CH:4]=[C:3]([CH2:1][CH3:2])[C:8](=[O:9])[NH:7][C:6]=3[CH3:10])=[CH:12][CH:13]=2)(=[O:18])=[O:17])=[CH:24][CH:23]=1. Yield: 44.0%. Reported procedure: 5-(5-Ethyl-2-methyl-6-oxo-1,6-dihydropyridin-3-yl)thiophene-2-sulfonyl chloride is reacted with 4-trifluoromethylbenzylamine as described in Step 5, Example 24 to give the title compound as a solid (44% yield). LC/MS: RT 3.80 min; m/e 457 (M+H). Starting materials: C(C)C1=CC(=C(NC1=O)C)C1=CC=C(S1)S(=O)(=O)Cl (5-(5-Ethyl-2-methyl-6-oxo-1,6-dihydropyridin-3-yl)thiophene-2-sulfonyl chloride), FC(C1=CC=C(CN)C=C1)(F)F (4-trifluoromethylbenzylamine). The product is FC(C1=CC=C(CNS(=O)(=O)C=2SC(=CC2)C2=C(NC(C(=C2)CC)=O)C)C=C1)(F)F (5-(5-Ethyl-2-methyl-6-oxo-1,6-dihydropyridin-3-yl)thiophene-2-sulfonic acid 4-trifluoromethylbenzylamide). Starting materials: CC(c1ccccc1)N1CCOC(c2ccc(N(C)c3ccccn3)cc2)C1, O=C[O-], [NH4+], C1CCOC1. Yields the product CN(c1ccc(C2CNCCO2)cc1)c1ccccn1. RXN SMILES: [CH3:1][N:2]([c:3]1[n:4][cH:5][cH:6][cH:7][cH:8]1)[c:9]1[cH:10][cH:11][c:12]([CH:15]2[O:16][CH2:17][CH2:18][N:19]([CH:21]([c:22]3[cH:23][cH:24][cH:25][cH:26][cH:27]3)[CH3:28])[CH2:20]2)[cH:13][cH:14]1.[CH:29]([O-:30])=[O:31].[NH4+:32].[O:33]1[CH2:34][CH2:35][CH2:36][CH2:37]1>>[CH3:1][N:2]([c:3]1[n:4][cH:5][cH:6][cH:7][cH:8]1)[c:9]1[cH:10][cH:11][c:12]([CH:15]2[O:16][CH2:17][CH2:18][NH:19][CH2:20]2)[cH:13][cH:14]1. The reactants are CC(=O)O, Cl, O=N[O-], Cc1ccc(C(=O)O)cc1N, [Na+], O. Yields the product Cl, Cc1ccc(C(=O)O)cc1NN. RXN SMILES: [C:18]([OH:19])(=[O:20])[CH3:21].[ClH:16].[N:1]([O-:2])=[O:3].[NH2:5][c:6]1[cH:7][c:8]([C:9](=[O:10])[OH:11])[cH:12][cH:13][c:14]1[CH3:15].[Na+:4].[OH2:17]>>[ClH:16].[NH2:1][NH:5][c:6]1[cH:7][c:8]([C:9](=[O:10])[OH:11])[cH:12][cH:13][c:14]1[CH3:15]. Starting materials: C(C)(C)(C)OC(NC1CN(CCC1)C(=O)C1=CC2=C(N(C(=N2)C2=CC=3C(=NC=CC3)N2CC)C)C=C1)=O (tert-butyl(1-(2-(1-ethyl-1H-pyrrolo[2,3-b]pyridin-2-yl)-1-methyl-1H-benzo[d]imidazole-5-carbonyl)piperidin-3-yl)carbamate), C(=O)(C(F)(F)F)O (TFA), ( A1 ). Solvent: ClCCl (dichloromethane). Conditions: time 2 hour. The product is NC1CN(CCC1)C(=O)C1=CC2=C(N(C(=N2)C2=CC=3C(=NC=CC3)N2CC)C)C=C1 ((3-Aminopiperidin-1-yl)(2-(1-ethyl-1H-pyrrolo[2,3-b]pyridin-2-yl)-1-methyl-1H-benzo[d]imidazol-5-yl)methanone). Reaction SMILES: C(OC(=O)[NH:7][CH:8]1[CH2:13][CH2:12][CH2:11][N:10]([C:14]([C:16]2[CH:36]=[CH:35][C:19]3[N:20]([CH3:34])[C:21]([C:23]4[N:31]([CH2:32][CH3:33])[C:26]5=[N:27][CH:28]=[CH:29][CH:30]=[C:25]5[CH:24]=4)=[N:22][C:18]=3[CH:17]=2)=[O:15])[CH2:9]1)(C)(C)C.C(O)(C(F)(F)F)=O>ClCCl>[NH2:7][CH:8]1[CH2:13][CH2:12][CH2:11][N:10]([C:14]([C:16]2[CH:36]=[CH:35][C:19]3[N:20]([CH3:34])[C:21]([C:23]4[N:31]([CH2:32][CH3:33])[C:26]5=[N:27][CH:28]=[CH:29][CH:30]=[C:25]5[CH:24]=4)=[N:22][C:18]=3[CH:17]=2)=[O:15])[CH2:9]1. Procedure details: To a solution of tert-butyl(1-(2-(1-ethyl-1H-pyrrolo[2,3-b]pyridin-2-yl)-1-methyl-1H-benzo[d]imidazole-5-carbonyl)piperidin-3-yl)carbamate (104 mg, 0.207 mmol) in dichloromethane (DCM) (1 mL) was added TFA (0.367 mL, 4.76 mmol) and the reaction stirred at room temperature for 2 h. LCMS (A1) showed no desired product but reaction had progressed to 1 major product. The reaction mixture was concentrated in vacuo to afford a colourless oil. This was dissolved in methanol and loaded onto an SCX cartr...